Dataset: the Open Reaction Database (ORD), a public repository of structured organic reaction records. Task: describe an organic reaction: reactants, conditions, products, and yield The reactants are O=C(O)CCC1=CCCN(Cc2ccccc2)C1=O, ClCCl, ClCCCl, CN(C)c1ccncc1, CCOC(C)=O, Nc1ccccc1N. Product: Nc1ccccc1NC(=O)CCC1=CCCN(Cc2ccccc2)C1=O. As a reaction SMILES: [CH2:13]([c:14]1[cH:15][cH:16][cH:17][cH:18][cH:19]1)[N:20]1[C:21](=[O:31])[C:22]([CH2:26][CH2:27][C:28](=[O:29])[OH:30])=[CH:23][CH2:24][CH2:25]1.[CH2:41]([Cl:42])[Cl:43].[CH2:9]([Cl:10])[CH2:11][Cl:12].[CH3:32][N:33]([c:34]1[cH:35][cH:36][n:37][cH:38][cH:39]1)[CH3:40].[CH3:44][CH2:45][O:46][C:47](=[O:48])[CH3:49].[NH2:1][c:2]1[cH:3][cH:4][cH:5][cH:6][c:7]1[NH2:8]>>[NH2:1][c:2]1[cH:3][cH:4][cH:5][cH:6][c:7]1[NH:8][C:28]([CH2:27][CH2:26][C:22]1=[CH:23][CH2:24][CH2:25][N:20]([CH2:13][c:14]2[cH:15][cH:16][cH:17][cH:18][cH:19]2)[C:21]1=[O:31])=[O:29]. Reaction SMILES: [CH3:14][N:15]1[C:16](=[CH2:30])[C:17]([C:24](=[O:25])[O:26][CH2:27][CH3:28])([CH3:29])[c:18]2[cH:19][cH:20][cH:21][cH:22][c:23]21.[CH3:31][CH2:32][OH:33].[N:1](=[O:2])[c:3]1[c:4]([OH:13])[cH:5][cH:6][c:7]2[cH:8][cH:9][cH:10][cH:11][c:12]12>>[N:1]1=[CH:30][C:16]2([O:13][c:4]3[c:3]1[c:12]1[c:7]([cH:6][cH:5]3)[cH:8][cH:9][cH:10][cH:11]1)[N:15]([CH3:14])[c:23]1[c:18]([cH:19][cH:20][cH:21][cH:22]1)[C:17]2([C:24](=[O:25])[O:26][CH2:27][CH3:28])[CH3:29]. Reactants: C=C1N(C)c2ccccc2C1(C)C(=O)OCC, CCO, O=Nc1c(O)ccc2ccccc12. Product: CCOC(=O)C1(C)c2ccccc2N(C)C12C=Nc1c(ccc3ccccc13)O2. Starting materials: C(=O)(C(F)(F)F)O (TFA), CNC1=NC=C(C=C1)C=1N=C(C2=C(N1)SC(=C2)CN2CCNCC2)N2CCOCC2 (N-methyl-5-(4-morpholino-6-(piperazin-1-ylmethyl)thieno[2,3-d]pyrimidin-2-yl)pyridin-2-amine), C([C@@H](O)C)(=O)O (L-Lactic acid). The product is O[C@H](C(=O)N1CCN(CC1)CC1=CC2=C(N=C(N=C2N2CCOCC2)C=2C=NC(=CC2)NC)S1)C ((S)-2-hydroxy-1-(4-((2-(6-(methylamino)pyridin-3-yl)-4-morpholinothieno[2,3-d]pyrimidin-6-yl)methyl)piperazin-1-yl)propan-1-one). As a reaction SMILES: C(O)(C(F)(F)F)=O.[CH3:8][NH:9][C:10]1[CH:15]=[CH:14][C:13]([C:16]2[N:17]=[C:18]([N:32]3[CH2:37][CH2:36][O:35][CH2:34][CH2:33]3)[C:19]3[CH:24]=[C:23]([CH2:25][N:26]4[CH2:31][CH2:30][NH:29][CH2:28][CH2:27]4)[S:22][C:20]=3[N:21]=2)=[CH:12][N:11]=1.[C:38](O)(=[O:42])[C@H:39]([CH3:41])[OH:40]>>[OH:40][C@@H:39]([CH3:41])[C:38]([N:29]1[CH2:28][CH2:27][N:26]([CH2:25][C:23]2[S:22][C:20]3[N:21]=[C:16]([C:13]4[CH:12]=[N:11][C:10]([NH:9][CH3:8])=[CH:15][CH:14]=4)[N:17]=[C:18]([N:32]4[CH2:33][CH2:34][O:35][CH2:36][CH2:37]4)[C:19]=3[CH:24]=2)[CH2:31][CH2:30]1)=[O:42]. Reported procedure: The crude TFA salt of N-methyl-5-(4-morpholino-6-(piperazin-1-ylmethyl)thieno[2,3-d]pyrimidin-2-yl)pyridin-2-amine was reacted with L-Lactic acid via General Procedure B to give 46 mg of 374 after reverse phase HPLC purification. MS (Q1) 498.3 (M)+ Reactants: Cl.N1(CCNCC1)CCC1=CC2=C(C(OC2)=O)C=C1 (5-[2-(piperazin-1-yl)ethyl]-2-benzofuran-1(3H)-one hydrochloride), COC1=C(C#N)C=CC(=C1)CC(C)=O (2-methoxy-4-(2-oxopropyl)benzonitrile). Yields the product COC1=C(C#N)C=CC(=C1)CC(C)N1CCN(CC1)CCC=1C=C2COC(C2=CC1)=O (2-Methoxy-4-[2-[4-[2-(1-oxo-3H-isobenzofuran-5-yl)ethyl]piperazin-1-yl]propyl]benzonitrile). Reaction SMILES: Cl.[N:2]1([CH2:8][CH2:9][C:10]2[CH:19]=[CH:18][C:13]3[C:14](=[O:17])[O:15][CH2:16][C:12]=3[CH:11]=2)[CH2:7][CH2:6][NH:5][CH2:4][CH2:3]1.[CH3:20][O:21][C:22]1[CH:29]=[C:28]([CH2:30][C:31](=O)[CH3:32])[CH:27]=[CH:26][C:23]=1[C:24]#[N:25]>>[CH3:20][O:21][C:22]1[CH:29]=[C:28]([CH2:30][CH:31]([N:5]2[CH2:6][CH2:7][N:2]([CH2:8][CH2:9][C:10]3[CH:11]=[C:12]4[C:13](=[CH:18][CH:19]=3)[C:14](=[O:17])[O:15][CH2:16]4)[CH2:3][CH2:4]2)[CH3:32])[CH:27]=[CH:26][C:23]=1[C:24]#[N:25] |f:0.1|. Procedure: 2-Methoxy-4-[2-[4-[2-(1-oxo-3H-isobenzofuran-5-yl)ethyl]piperazin-1-yl]propyl]benzonitrile was prepared in a similar fashion to that described for the synthesis of Example 38 starting from 5-[2-(piperazin-1-yl)ethyl]-2-benzofuran-1(3H)-one hydrochloride and 2-methoxy-4-(2-oxopropyl)benzonitrile. LC-MS (IE, m/z): 420.6 [M+1]+. (0.21 μM) Starting materials: N#CCC(=O)O, C1COCCN1, CN(C)C=O, CN(C)c1ccncc1, CCOC(C)=O, O, O, On1nnc2ccccc21. The product is N#CCC(=O)N1CCOCC1. RXN SMILES: [C:1](#[N:2])[CH2:3][C:4](=[O:5])[OH:6].[CH2:7]1[CH2:8][O:9][CH2:10][CH2:11][NH:12]1.[CH3:25][N:26]([CH3:27])[CH:28]=[O:29].[CH3:30][N:31]([CH3:32])[c:33]1[cH:34][cH:35][n:36][cH:37][cH:38]1.[CH3:39][CH2:40][O:41][C:42](=[O:43])[CH3:44].[OH2:13].[OH2:24].[OH:14][n:15]1[c:16]2[cH:17][cH:18][cH:19][cH:20][c:21]2[n:22][n:23]1>>[C:1](#[N:2])[CH2:3][C:4](=[O:6])[N:12]1[CH2:7][CH2:8][O:9][CH2:10][CH2:11]1. The reactants are COC(=O)C1CC2=CC=C(C=C2C1)S (5-Mercapto-indan-2-carboxylic acid methyl ester), COC(CC1CCC2=CC(=C(C=C12)OC)SCC1=C(N=C(S1)C1=CC=C(C=C1)C(F)(F)F)C)=O ({6-Methoxy-5-[4-methyl-2-(4-trifluoromethyl-phenyl)-thiazol-5-ylmethylsulfanyl]-indan-1-yl}-acetic acid methyl ester), COC(CC1CCC2=CC(=C(C=C12)OC)SCC1=C(N=C(S1)C1=CC=C(C=C1)C(F)(F)F)C)=O ({6-Methoxy-5-[4-methyl-2-(4-trifluoromethyl-phenyl)-thiazol-5-ylmethylsulfanyl]-indan-1-yl}-acetic acid methyl ester). The product is C(C)OC(CC1CCC2=CC(=C(C=C12)OC)S)=O ((5-Mercapto-6-methoxy-indan-1-yl)-acetic acid ethyl ester). Reaction SMILES: [CH3:1]OC(C1CC2C(=CC=C(S)C=2)C1)=O.[CH3:15][O:16][C:17](=[O:48])[CH2:18][CH:19]1[C:27]2[C:22](=[CH:23][C:24]([S:30]CC3SC(C4C=CC(C(F)(F)F)=CC=4)=NC=3C)=[C:25]([O:28][CH3:29])[CH:26]=2)[CH2:21][CH2:20]1>>[CH2:15]([O:16][C:17](=[O:48])[CH2:18][CH:19]1[C:27]2[C:22](=[CH:23][C:24]([SH:30])=[C:25]([O:28][CH3:29])[CH:26]=2)[CH2:21][CH2:20]1)[CH3:1]. Procedure: 19C was prepared analogously to compound 1C. Used as unpurified oil. MS: 267 (M+1)+. Preparation of {6-Methoxy-5-[4-methyl-2-(4-trifluoromethyl-phenyl)-thiazol-5-ylmethylsulfanyl]-indan-1-yl}-acetic acid methyl ester (Compound 19D) Starting materials: BrC1=CC=C(C(=O)C2=CC=CC=C2)C=C1 (4-Bromobenzophenone), CC(C)([O-])C.[Na+] (sodium tert-butoxide), C(CCCCC)N (n-hexylamine), Ph5FcP(t-Bu)2. The reagents and catalysts are C=1C=CC(=CC1)/C=C/C(=O)/C=C/C2=CC=CC=C2.C=1C=CC(=CC1)/C=C/C(=O)/C=C/C2=CC=CC=C2.[Pd] (Pd(dba)2). The solvent is C1(=CC=CC=C1)C (toluene). The product is C(CCCCC)NC1=CC=C(C=C1)C(=O)C1=CC=CC=C1 (N-n-hexyl-4-phenylcarbonylaniline). Isolated yield 95.2%. Reaction SMILES: Br[C:2]1[CH:15]=[CH:14][C:5]([C:6]([C:8]2[CH:13]=[CH:12][CH:11]=[CH:10][CH:9]=2)=[O:7])=[CH:4][CH:3]=1.[CH2:16]([NH2:22])[CH2:17][CH2:18][CH2:19][CH2:20][CH3:21].CC(C)([O-])C.[Na+]>C1(C)C=CC=CC=1.C1C=CC(/C=C/C(/C=C/C2C=CC=CC=2)=O)=CC=1.C1C=CC(/C=C/C(/C=C/C2C=CC=CC=2)=O)=CC=1.[Pd]>[CH2:16]([NH:22][C:2]1[CH:15]=[CH:14][C:5]([C:6]([C:8]2[CH:13]=[CH:12][CH:11]=[CH:10][CH:9]=2)=[O:7])=[CH:4][CH:3]=1)[CH2:17][CH2:18][CH2:19][CH2:20][CH3:21] |f:2.3,5.6.7|. Procedure: According to the general procedure B, 4-Bromobenzophenone (131 mg, 0.50 mmol) reacted with n-hexylamine (52 mg, 0.52 mmol) using 1 mol % of Pd(dba)2, 2 mol % of Ph5FcP(t-Bu)2, and sodium tert-butoxide (58 mg, 0.60 mmol) in toluene at 50° C. for 13 h to give the title compound (134 mg, 93%) as a solid: 1H-NMR (300 MHz, CDCl3): δ 7.74, (t, 4H, J=8.4 Hz), 7.53-7.43 (m, 3H), 6.58 (d, 2H, J=8.7 Hz), 4.46 (bs, 1H), 3.17 (t, 2H, J=6.6 Hz), 1.61 (m, 2H), 1.42-1.32 (m, 6H), 0.91 (t, 3H, J=6.6 Hz). 13C{1H... Reactants: ClCCl, O=S(=O)(Cl)Cl, N#CCCCSc1ccccc1. Product: N#CCCC(Cl)Sc1ccccc1. RXN SMILES: [CH2:18]([Cl:19])[Cl:20].[S:13]([Cl:14])(=[O:15])([Cl:16])=[O:17].[c:1]1([S:7][CH2:8][CH2:9][CH2:10][C:11]#[N:12])[cH:2][cH:3][cH:4][cH:5][cH:6]1>>[c:1]1([S:7][CH:8]([CH2:9][CH2:10][C:11]#[N:12])[Cl:16])[cH:2][cH:3][cH:4][cH:5][cH:6]1. Reported procedure: A solution 4-hydroxy-4-(3-methylbenzo[b]thiophen-2-yl)piperidine (0.070 g, 0.303 mmol, prepared in example 11) and (S)-(+)-4-(oxiranylmethoxy)-2,3-dihydrobenzo[b]furan (0.058 g, 0.303 mmol) in methanol (3 mL) was heated at reflux for 18 hours and then cooled and evaporated. The residue was purified using silica gel chromatography (dichloromethane/1% methanol in dichloromethane) to give the free base of the title compound as a clear colorless oil (0.067 g, 52%). The oxalate salt was prepared to g... Yields the product C(C(=O)O)(=O)O.O1C2=C(CC1)C(=CC=C2)OC[C@H](CN2CCC(CC2)C2=C(C1=C(S2)C=CC=C1)C)O ((2S)-(−)-1-(2,3-Dihydro-4-benzo[b]furanoxy)-3-(4-(3-methylbenzo[b]thiophen-2-yl)piperidin-1-yl)-2-propanol Oxalate). As a reaction SMILES: [OH2:1].O1C=CC2C([O:11][CH2:12][C@@H:13]([OH:31])CN3CCC(C4SC5C=CC=CC=5C=4C)CC3)=CC=CC1=2.[O:32]1[CH:36]=[CH:35][C:34]2[C:37]([O:41][CH2:42][C@@H:43]([OH:61])[CH2:44][N:45]3[CH2:50][CH2:49][CH:48]([C:51]4[S:55][C:54]5[CH:56]=[CH:57][CH:58]=[CH:59][C:53]=5[C:52]=4[CH3:60])[CH2:47][CH2:46]3)=[CH:38][CH:39]=[CH:40][C:33]1=2.O1C[C@H]1COC1C2CCOC=2C=CC=1>CO>[C:13]([OH:31])(=[O:32])[C:12]([OH:11])=[O:1].[O:32]1[CH2:36][CH2:35][C:34]2[C:37]([O:41][CH2:42][C@@H:43]([OH:61])[CH2:44][N:45]3[CH2:46][CH2:47][CH:48]([C:51]4[S:55][C:54]5[CH:56]=[CH:57][CH:58]=[CH:59][C:53]=5[C:52]=4[CH3:60])[CH2:49][CH2:50]3)=[CH:38][CH:39]=[CH:40][C:33]1=2 |f:0.1.2,5.6|. Isolated yield 86.1%. Starting materials: O.O1C2=C(C=C1)C(=CC=C2)OC[C@H](CN2CCC(CC2)C2=C(C1=C(S2)C=CC=C1)C)O.O1C2=C(C=C1)C(=CC=C2)OC[C@H](CN2CCC(CC2)C2=C(C1=C(S2)C=CC=C1)C)O ((2S)-(−)-1-(4-Benzo[b]furanoxy)-3-(4-(3-methylbenzo[b]thiophen-2-yl)piperidin-1-yl)-2-propanol Hemihydrate), O1[C@@H](C1)COC1=CC=CC=2OCCC21 ((S)-(+)-4-(oxiranylmethoxy)-2,3-dihydrobenzo[b]furan). The solvent is CO (methanol). Reactants: [BH4-], [BH4-], [Li+], [Na+], C1CCOC1, CC(CCCC(C)(C)O)C1CCC2C3CC(OS(C)(=O)=O)C4CC(O)C5OC5C4(C)C3CCC12C, O. The product is CC(CCCC(C)(C)O)C1CCC2C3CC(OS(C)(=O)=O)C4CC(O)CC(O)C4(C)C3CCC12C. Reaction SMILES: [BH4-:1].[BH4-:3].[Li+:4].[Na+:2].[O:41]1[CH2:42][CH2:43][CH2:44][CH2:45]1.[O:5]1[CH:6]2[CH:7]1[CH:8]([OH:39])[CH2:9][CH:10]1[CH:11]([O:34][S:35](=[O:36])(=[O:37])[CH3:38])[CH2:12][CH:13]3[CH:14]4[CH2:15][CH2:16][CH:17]([CH:18]([CH2:19][CH2:20][CH2:21][C:22]([CH3:23])([CH3:24])[OH:25])[CH3:26])[C:27]4([CH3:33])[CH2:28][CH2:29][CH:30]3[C:31]21[CH3:32].[OH2:40]>>[OH:5][CH:6]1[CH2:7][CH:8]([OH:39])[CH2:9][CH:10]2[CH:11]([O:34][S:35](=[O:36])(=[O:37])[CH3:38])[CH2:12][CH:13]3[CH:14]4[CH2:15][CH2:16][CH:17]([CH:18]([CH2:19][CH2:20][CH2:21][C:22]([CH3:23])([CH3:24])[OH:25])[CH3:26])[C:27]4([CH3:33])[CH2:28][CH2:29][CH:30]3[C:31]12[CH3:32].